This data is from the Open Reaction Database (ORD), a public repository of structured organic reaction records. The task is: describe an organic reaction: reactants, conditions, products, and yield The reactants are NC1=C(C#N)C(=CC=C1)\C=C\COC ((E)-2-amino-6-(3-methoxyprop-1-enyl)benzonitrile), NS(=O)(=O)Cl (NH2SO2Cl). Run in CCOC(=O)C (EtOAc), CC(=O)N(C)C (DMA). Reaction conditions: time 6 hour. The product is S(N)(=O)(=O)NC1=C(C#N)C(=CC=C1)\C=C\COC ((E)-2-sulfamoylamino-6-(3-methoxyprop-1-enyl)benzonitrile). As a reaction SMILES: [NH2:1][C:2]1[CH:9]=[CH:8][CH:7]=[C:6](/[CH:10]=[CH:11]/[CH2:12][O:13][CH3:14])[C:3]=1[C:4]#[N:5].[NH2:15][S:16](Cl)(=[O:18])=[O:17]>CC(N(C)C)=O.CCOC(C)=O>[S:16]([NH:1][C:2]1[CH:9]=[CH:8][CH:7]=[C:6](/[CH:10]=[CH:11]/[CH2:12][O:13][CH3:14])[C:3]=1[C:4]#[N:5])(=[O:18])(=[O:17])[NH2:15]. Reported procedure: To a solution of (E)-2-amino-6-(3-methoxyprop-1-enyl)benzonitrile (Example 97b) (188 mg, 1.0 mmol) in DMA was added NH2SO2Cl (347 mg, 3.0 mmol) at 0° C. under nitrogen. The reaction mixture was then stirred at room temperature for 6 hrs, diluted with EtOAc, washed with brine (5×), and dried over Na2SO4. The solvent was evaporated under reduced pressure to give (E)-2-sulfamoylamino-6-(3-methoxyprop-1-enyl)benzonitrile as a pale-yellow solid, which was used in the next step without further purific... Reactants: C(C)OC(=O)C=1NC(=C(C1C)CCC(=O)O)C (4-(2-carboxyethyl)-3,5-dimethyl-1H-pyrrole-2-carboxylic acid ethyl ester), O1CCCC1 (tetrahydrofuran), ceric ammonium nitrate. The solvent is C(C)(=O)O (acetic acid), O (water), [Cl-].[Na+].O (brine). Run at temperature 5 celsius, time 2 hour. The product is C(C)OC(=O)C=1NC(=C(C1C)CCC(=O)O)C=O (4-(2-carboxyethyl)-5-formyl-3-methyl-1H-pyrrole-2-carboxylic acid ethyl ester). As a reaction SMILES: [CH2:1]([O:3][C:4]([C:6]1[NH:7][C:8]([CH3:17])=[C:9]([CH2:12][CH2:13][C:14]([OH:16])=[O:15])[C:10]=1[CH3:11])=[O:5])[CH3:2].[O:18]1CCCC1>C(O)(=O)C.O.[Cl-].[Na+].O>[CH2:1]([O:3][C:4]([C:6]1[NH:7][C:8]([CH:17]=[O:18])=[C:9]([CH2:12][CH2:13][C:14]([OH:16])=[O:15])[C:10]=1[CH3:11])=[O:5])[CH3:2] |f:4.5.6|. Procedure details: To a mixture of 7 g 4-(2-carboxyethyl)-3,5-dimethyl-1H-pyrrole-2-carboxylic acid ethyl ester in 35 mL each of tetrahydrofuran (THF), acetic acid (AcOH) and water at −10° C. was added 70 g of ceric ammonium nitrate in portion over 20 minutes, the reaction temperature being maintained at about 5° C. The resulting mixture was them cooled to 0° C., stirred for another 2 hr and then diluted with 250 mL of brine. The mixture was then extracted with 2×300 mL 10% MeOH in dichloromethane (DCM). The organ... Reactants: FC(C1=NN2C(=NC(=CC2=N1)C1=CC=C(C=C1)C(F)(F)F)O)(F)F (2-(Trifluoromethyl)-7-[4-(trifluoromethyl)phenyl][1,2,4]triazolo[1,5-c]pyrimidin-5-ol), P(=O)(Cl)(Cl)Cl (phosphoryl chloride). Reagents/catalysts: [Cl-].C(C1=CC=CC=C1)[N+](CC)(CC)CC (benzyltriethylammonium chloride). The solvent is C([O-])(O)=O.[Na+] (sodium bicarbonate), C([O-])(O)=O.[Na+] (sodium bicarbonate). Run at temperature 120 celsius, time 12 hour. Product: ClC1=NC(=CC=2N1N=C(N2)C(F)(F)F)C2=CC=C(C=C2)C(F)(F)F (5-Chloro-2-(trifluoromethyl)-7-[4-(trifluoromethyl)phenyl][1,2,4]triazolo[1,5-c]pyrimidine). Reaction SMILES: [F:1][C:2]([F:24])([F:23])[C:3]1[N:11]=[C:10]2[N:5]([C:6](O)=[N:7][C:8]([C:12]3[CH:17]=[CH:16][C:15]([C:18]([F:21])([F:20])[F:19])=[CH:14][CH:13]=3)=[CH:9]2)[N:4]=1.P(Cl)(Cl)([Cl:27])=O>[Cl-].C([N+](CC)(CC)CC)C1C=CC=CC=1.C(=O)(O)[O-].[Na+]>[Cl:27][C:6]1[N:5]2[N:4]=[C:3]([C:2]([F:24])([F:23])[F:1])[N:11]=[C:10]2[CH:9]=[C:8]([C:12]2[CH:17]=[CH:16][C:15]([C:18]([F:21])([F:20])[F:19])=[CH:14][CH:13]=2)[N:7]=1 |f:2.3,4.5|. Reported procedure: 650 mg (1.9 mmol) of 2-(trifluoromethyl)-7-[4-(trifluoromethyl)phenyl][1,2,4]triazolo[1,5-c]-pyrimidin-5-ol (Example 131A) are introduced into phosphoryl chloride (10 ml), 1.28 g (5.6 mmol) of benzyltriethylammonium chloride are added, and the reaction mixture is stirred at 120° C. for 12 h. The reaction mixture is slowly poured, with vigorous stirring, into saturated sodium bicarbonate solution (50 ml) and ice, and solid sodium bicarbonate (approx. 1 g) is added until a pH of 8 is reached. The ... Reactants: C(C)(C)(C)OC(=O)N(C)N1C=C(C(C2=C(C(=C(C(=C12)F)F)F)F)=O)C(=O)OCC (Ethyl 1-(N-t-Butyloxycarbonyl-N-methylamino)-5,6,7,8-tetrafluoro-1,4-dihydro-4-oxoquinoline-3-carboxylate), Cl (hydrochloric acid). Run in O1CCOCC1 (dioxane), C(C)(=O)OCC (ethyl acetate). Conditions: time 8 hour. The product is CNN1C=C(C(C2=C(C(=C(C(=C12)F)F)F)F)=O)C(=O)OCC (Ethyl 1-(N-Methylamino)-5,6,7,8-tetrafluoro-1,4-dihydro-4-oxoquinoline-3-carboxylate). Yield: 90.8%. Reaction SMILES: C(O[C:6]([N:8]([N:10]1[C:19]2[C:14](=[C:15]([F:23])[C:16]([F:22])=[C:17]([F:21])[C:18]=2[F:20])[C:13](=[O:24])[C:12]([C:25]([O:27][CH2:28][CH3:29])=[O:26])=[CH:11]1)C)=O)(C)(C)C.Cl>C(OCC)(=O)C.O1CCOCC1>[CH3:6][NH:8][N:10]1[C:19]2[C:14](=[C:15]([F:23])[C:16]([F:22])=[C:17]([F:21])[C:18]=2[F:20])[C:13](=[O:24])[C:12]([C:25]([O:27][CH2:28][CH3:29])=[O:26])=[CH:11]1. Procedure: 4.2 g of the compound (193) obtained above was dissolved in 30 ml of ethyl acetate, and while cooling with ice, 40 ml of 4N hydrochloric acid solution in dioxane was added to the solution. The solution was stirred overnight at room temperature, and the solvent was removed by distillation. The residue was dissolved in 100 ml of chloroform, and 50 ml of aqueous 10% sodium carbonate solution was added to the solution. The solution was stirred for 30 minutes at room temperature. The organic layer wa...